Task: describe an organic reaction: reactants, conditions, products, and yield. Dataset: the Open Reaction Database (ORD), a public repository of structured organic reaction records Reactants: C(=O)C(CCCC)NC([C@@H](NC(=O)OCC1=CC=CC=C1)CC(C)C)=O (N-benzyloxycarbonyl-L-leucine-(1-formyl)pentylamide), C(CS)S (1,2-ethanedithiol), B(F)(F)F.CCOCC (boron trifluoride ethyl etherate). The solvent is C(Cl)Cl (methylene chloride). Product: S1C(SCC1)C(CCCC)NC([C@@H](NC(=O)OCC1=CC=CC=C1)CC(C)C)=O (N-Benzyloxycarbonyl-L-leucine-[1-(1,3-dithiolan-2-yl)]pentylamide). Yield: 74.4%. RXN SMILES: [CH:1]([CH:3]([NH:8][C:9](=[O:26])[C@H:10]([CH2:22][CH:23]([CH3:25])[CH3:24])[NH:11][C:12]([O:14][CH2:15][C:16]1[CH:21]=[CH:20][CH:19]=[CH:18][CH:17]=1)=[O:13])[CH2:4][CH2:5][CH2:6][CH3:7])=O.[CH2:27]([SH:30])[CH2:28][SH:29].B(F)(F)F.CCOCC>C(Cl)Cl>[S:29]1[CH2:28][CH2:27][S:30][CH:1]1[CH:3]([NH:8][C:9](=[O:26])[C@H:10]([CH2:22][CH:23]([CH3:25])[CH3:24])[NH:11][C:12]([O:14][CH2:15][C:16]1[CH:21]=[CH:20][CH:19]=[CH:18][CH:17]=1)=[O:13])[CH2:4][CH2:5][CH2:6][CH3:7] |f:2.3|. Reported procedure: In 20 ml of anhydrous methylene chloride was dissolved 1.0 g of N-benzyloxycarbonyl-L-leucine-(1-formyl)pentylamide obtained in the same manner as in Example 4-(b), and 300 mg of 1,2-ethanedithiol and 0.8 ml of boron trifluoride ethyl etherate were added thereto. The mixture was allowed to react at room temperature for 12 hours. After completion of the reaction, the solvent was removed by distillation under reduced pressure, and the residue was purified by medium-pressure column chromatography o...